From a dataset of the Open Reaction Database (ORD), a public repository of structured organic reaction records. describe an organic reaction: reactants, conditions, products, and yield Reactants: O.CS(=O)(=O)O.C1(CC1)N1C=C(C(C2=CC=C(C(=C12)OC(F)F)C=1C=C2CN[C@@H](C2=CC1)C)=O)C(=O)O ((R)-1-cyclopropyl-8-difluoromethoxy-7-(1-methyl-2,3-dihydro-1H-5-isoindolyl)-4-oxo-1,4-dihydro-3-quinolinecarboxylic acid methanesulfonate monohydrate), OC1[C@H](O)[C@@H](O)[C@H](O[C@H]2[C@H](O)[C@@H](O)[C@@H](O)[C@H](O2)CO)[C@H](O1)CO (lactose), starch, carboxymethyl starch sodium, hydroxypropyl cellulose. Product: C1(CC1)N1C=C(C(C2=CC=C(C(=C12)OC(F)F)C=1C=C2CN[C@@H](C2=CC1)C)=O)C(=O)O ((R)-1-cyclopropyl-8-difluoromethoxy-7-(1-methyl-2,3-dihydro-1H-5-isoindolyl)-4-oxo-1,4-dihydro-3-quinolinecarboxylic acid). Yield: 0.0%. Reaction SMILES: O.CS(O)(=O)=O.[CH:7]1([N:10]2[C:19]3[C:14](=[CH:15][CH:16]=[C:17]([C:24]4[CH:25]=[C:26]5[C:30](=[CH:31][CH:32]=4)[C@@H:29]([CH3:33])[NH:28][CH2:27]5)[C:18]=3[O:20][CH:21]([F:23])[F:22])[C:13](=[O:34])[C:12]([C:35]([OH:37])=[O:36])=[CH:11]2)[CH2:9][CH2:8]1.OC1O[C@H](CO)[C@@H](O[C@@H]2O[C@H](CO)[C@H](O)[C@H](O)[C@H]2O)[C@H](O)[C@H]1O>>[CH:7]1([N:10]2[C:19]3[C:14](=[CH:15][CH:16]=[C:17]([C:24]4[CH:25]=[C:26]5[C:30](=[CH:31][CH:32]=4)[C@@H:29]([CH3:33])[NH:28][CH2:27]5)[C:18]=3[O:20][CH:21]([F:23])[F:22])[C:13](=[O:34])[C:12]([C:35]([OH:37])=[O:36])=[CH:11]2)[CH2:9][CH2:8]1 |f:0.1.2|. Procedure: 380.4 g of (R)-1-cyclopropyl-8-difluoromethoxy-7-(1-methyl-2,3-dihydro-1H-5-isoindolyl)-4-oxo-1,4-dihydro-3-quinolinecarboxylic acid methanesulfonate monohydrate, 83.1 g of lactose, 36 g of corn starch and 27 g of carboxymethyl starch sodium (Primojel, Matsutani Kagaku) are mixed, and the mixture is thereafter introduced into a kneader (small size bench kneader, Koike Tekko) and then kneaded while 180 g of a 6% aqueous hydroxypropyl cellulose solution (HPC-L, Nippon Soda) is gradually added. The... Yield: 63.7%. As a reaction SMILES: N12CCCN=C1CCCCC2.[F:12][C:13]([F:27])([F:26])[C:14]1[CH:19]=[CH:18][N:17]=[C:16]([C:20]2[NH:21][O:22][C:23](=[O:25])[N:24]=2)[CH:15]=1.[CH3:28][N:29]([CH3:33])[C:30](Cl)=[O:31]>N1C=CC=CC=1>[F:27][C:13]([F:12])([F:26])[C:14]1[CH:19]=[CH:18][N:17]=[C:16]([C:20]2[N:24]([C:30]([N:29]([CH3:33])[CH3:28])=[O:31])[C:23](=[O:25])[O:22][N:21]=2)[CH:15]=1. Reactants: N12CCCCCC2=NCCC1 (1,8-diazabicyclo[5,4,0]undec-7-ene), FC(C1=CC(=NC=C1)C=1NOC(N1)=O)(F)F (3-(4-trifluoromethylpyridin-2-yl)-1,2,4-oxadiazol-5-one), CN(C(=O)Cl)C (N,N-dimethylcarbamoyl chloride). Yields the product FC(C1=CC(=NC=C1)C1=NOC(N1C(=O)N(C)C)=O)(F)F (3-(4-trifluoromethylpyridin-2-yl)-N,N-dimethyl-1,2,4-oxadiazol-5-one-4-carboxamide). Reported procedure: To 1 ml of pyridine were added 0.26 g of 1,8-diazabicyclo[5,4,0]undec-7-ene, and 0.3 g of 3-(4-trifluoromethylpyridin-2-yl)-1,2,4-oxadiazol-5-one, and 0.18 g of N,N-dimethylcarbamoyl chloride was added at room temperature. After stirring for 20 hours, the resultant solution was concentrated, and the residue was subjected to silica gel column chromatography to obtain 0.25 g of 3-(4-trifluoromethylpyridin-2-yl)-N,N-dimethyl-1,2,4-oxadiazol-5-one-4-carboxamide (present compound (14)). Solvent: N1=CC=CC=C1 (pyridine). Run at time 20 hour. The reactants are O=C([O-])O, CC(C(=O)N1C(=O)OCC1Cc1ccccc1)C(O)C#C[Si](C)(C)C, CN(C)C=O, F, [Na+]. Yields the product C#CC(O)C(C)C(=O)N1C(=O)OCC1Cc1ccccc1. As a reaction SMILES: [C:27](=[O:28])([OH:29])[O-:30].[CH3:1][CH:2]([C:3](=[O:4])[N:5]1[C:6](=[O:17])[O:7][CH2:8][CH:9]1[CH2:10][c:11]1[cH:12][cH:13][cH:14][cH:15][cH:16]1)[CH:18]([C:19]#[C:20][Si:21]([CH3:22])([CH3:23])[CH3:24])[OH:25].[CH3:32][N:33]([CH3:34])[CH:35]=[O:36].[FH:26].[Na+:31]>>[CH3:1][CH:2]([C:3](=[O:4])[N:5]1[C:6](=[O:17])[O:7][CH2:8][CH:9]1[CH2:10][c:11]1[cH:12][cH:13][cH:14][cH:15][cH:16]1)[CH:18]([C:19]#[CH:20])[OH:25]. The reactants are CC#N, Cl, CN(CCCC(=O)Nc1ccc(C2OCCO2)cc1)C(=O)CCN1CCC(OC(=O)Nc2ccccc2-c2ccccc2)CC1, O. Product: CN(CCCC(=O)Nc1ccc(C=O)cc1)C(=O)CCN1CCC(OC(=O)Nc2ccccc2-c2ccccc2)CC1. Reaction SMILES: [CH3:48][C:49]#[N:50].[ClH:46].[O:1]1[CH:2]([c:6]2[cH:7][cH:8][c:9]([NH:12][C:13](=[O:14])[CH2:15][CH2:16][CH2:17][N:18]([C:19](=[O:20])[CH2:21][CH2:22][N:23]3[CH2:24][CH2:25][CH:26]([O:29][C:30]([NH:31][c:32]4[c:33](-[c:38]5[cH:39][cH:40][cH:41][cH:42][cH:43]5)[cH:34][cH:35][cH:36][cH:37]4)=[O:44])[CH2:27][CH2:28]3)[CH3:45])[cH:10][cH:11]2)[O:5][CH2:4][CH2:3]1.[OH2:47]>>[O:1]=[CH:2][c:6]1[cH:7][cH:8][c:9]([NH:12][C:13](=[O:14])[CH2:15][CH2:16][CH2:17][N:18]([C:19](=[O:20])[CH2:21][CH2:22][N:23]2[CH2:24][CH2:25][CH:26]([O:29][C:30]([NH:31][c:32]3[c:33](-[c:38]4[cH:39][cH:40][cH:41][cH:42][cH:43]4)[cH:34][cH:35][cH:36][cH:37]3)=[O:44])[CH2:27][CH2:28]2)[CH3:45])[cH:10][cH:11]1. Reactants: C(C)OC1=C(C(C=O)=CC=C1)O (3-ethoxysalicylaldehyde), C1(OCCO1)=O (ethylene carbonate). Reagents/catalysts: [Br-].C(C)[N+](CC)(CC)CC (tetraethylammonium bromide). Solvent: C(C)(=O)OCC (ethyl acetate). Reaction conditions: temperature 140 celsius. Product: C(C)OC=1C(=C(C=O)C=CC1)OCCO (3-Ethoxy-2-(hydroxyethoxy)benzaldehyde). RXN SMILES: [CH2:1]([O:3][C:4]1[CH:11]=[CH:10][CH:9]=[C:6]([CH:7]=[O:8])[C:5]=1[OH:12])[CH3:2].C1(=O)O[CH2:16][CH2:15][O:14]1>[Br-].C([N+](CC)(CC)CC)C.C(OCC)(=O)C>[CH2:1]([O:3][C:4]1[C:5]([O:12][CH2:16][CH2:15][OH:14])=[C:6]([CH:9]=[CH:10][CH:11]=1)[CH:7]=[O:8])[CH3:2] |f:2.3|. Reported procedure: A mixture of 40 g of 3-ethoxysalicylaldehyde, 22 g of ethylene carbonate and 40 g of tetraethylammonium bromide was heated at 140° C. for 4 hours. After cooling to room temperature ethyl acetate was added to the reaction mixture, the solid material was filtered off, the filtrate was washed with water and the organic phase was dried over magnesium sulfate and evaporated. The residue was distilled under reduced pressure. The reactants are COC(C1=CC=C(C=C1)N)=O (4-amino-benzoic acid methyl ester), sulfonyl halide, CS(=O)(=O)C1=CC=C(C=C1)S(=O)(=O)Cl (4-methanesulfonyl benzenesulfonyl chloride), ClCCl (dichloromethane). Solvent: N1=CC=CC=C1 (pyridine). Yields the product COC(C1=CC=C(C=C1)NS(=O)(=O)C1=CC=C(C=C1)S(=O)(=O)C)=O (4-(4-methanesulfonyl-benzenesulfonylamino)-benzoic acid methyl ester). As a reaction SMILES: [CH3:1][O:2][C:3](=[O:11])[C:4]1[CH:9]=[CH:8][C:7]([NH2:10])=[CH:6][CH:5]=1.[CH3:12][S:13]([C:16]1[CH:21]=[CH:20][C:19]([S:22](Cl)(=[O:24])=[O:23])=[CH:18][CH:17]=1)(=[O:15])=[O:14].ClCCl>N1C=CC=CC=1>[CH3:1][O:2][C:3](=[O:11])[C:4]1[CH:9]=[CH:8][C:7]([NH:10][S:22]([C:19]2[CH:18]=[CH:17][C:16]([S:13]([CH3:12])(=[O:15])=[O:14])=[CH:21][CH:20]=2)(=[O:24])=[O:23])=[CH:6][CH:5]=1. Procedure details: For example, 4-amino-benzoic acid methyl ester, is treated with a sulfonyl halide, in this case 4-methanesulfonyl benzenesulfonyl chloride, in a suitable solvent, such as a 1:1 mixture of dichloromethane and pyridine at ambient temperature for 2-24 hours to yield 4-(4-methanesulfonyl-benzenesulfonylamino)-benzoic acid methyl ester.